This data is from the Open Reaction Database (ORD), a public repository of structured organic reaction records. The task is: describe an organic reaction: reactants, conditions, products, and yield Reactants: CCOC(=O)C(C)(C)Oc1ccc(OCCc2nc(-c3ccc(-c4cccnc4)cc3)oc2C)cc1, CCO, Cl, [Li+], [OH-], O. Yields the product Cc1oc(-c2ccc(-c3cccnc3)cc2)nc1CCOc1ccc(OC(C)(C)C(=O)O)cc1. As a reaction SMILES: [CH2:1]([CH3:2])[O:3][C:4]([C:5]([CH3:6])([CH3:7])[O:8][c:9]1[cH:10][cH:11][c:12]([O:15][CH2:16][CH2:17][c:18]2[n:19][c:20](-[c:24]3[cH:25][cH:26][c:27](-[c:30]4[cH:31][n:32][cH:33][cH:34][cH:35]4)[cH:28][cH:29]3)[o:21][c:22]2[CH3:23])[cH:13][cH:14]1)=[O:36].[CH3:39][CH2:40][OH:41].[ClH:42].[Li+:37].[OH-:38].[OH2:43]>>[O:3]=[C:4]([C:5]([CH3:6])([CH3:7])[O:8][c:9]1[cH:10][cH:11][c:12]([O:15][CH2:16][CH2:17][c:18]2[n:19][c:20](-[c:24]3[cH:25][cH:26][c:27](-[c:30]4[cH:31][n:32][cH:33][cH:34][cH:35]4)[cH:28][cH:29]3)[o:21][c:22]2[CH3:23])[cH:13][cH:14]1)[OH:36]. Starting materials: BrCc1ccc2ccccc2n1, O=C(c1ccccc1)c1cnc2c(C(F)(F)F)cccc2c1-c1cccc(O)c1. Yields the product O=C(c1ccccc1)c1cnc2c(C(F)(F)F)cccc2c1-c1cccc(OCc2ccc3ccccc3n2)c1. As a reaction SMILES: [Br:30][CH2:31][c:32]1[n:33][c:34]2[cH:35][cH:36][cH:37][cH:38][c:39]2[cH:40][cH:41]1.[OH:1][c:2]1[cH:3][c:4](-[c:8]2[c:9]([C:22](=[O:23])[c:24]3[cH:25][cH:26][cH:27][cH:28][cH:29]3)[cH:10][n:11][c:12]3[c:13]([C:18]([F:19])([F:20])[F:21])[cH:14][cH:15][cH:16][c:17]23)[cH:5][cH:6][cH:7]1>>[O:1]([c:2]1[cH:3][c:4](-[c:8]2[c:9]([C:22](=[O:23])[c:24]3[cH:25][cH:26][cH:27][cH:28][cH:29]3)[cH:10][n:11][c:12]3[c:13]([C:18]([F:19])([F:20])[F:21])[cH:14][cH:15][cH:16][c:17]23)[cH:5][cH:6][cH:7]1)[CH2:31][c:32]1[n:33][c:34]2[cH:35][cH:36][cH:37][cH:38][c:39]2[cH:40][cH:41]1. Reactants: NC=1C(NC2=CC=CC(=C2N1)OC1=NC(=NC(=C1)C1=CC=C(C=C1)C(F)(F)F)N1CCNCC1)=O (3-Amino-5-(2-(piperazin-1-yl)-6-(4-(trifluoromethyl)phenyl)pyrimidin-4-yloxy)quinoxalin-2(1H)-one), C(C(C)C)=O (isobutyraldehyde). Yields the product NC=1C(NC2=CC=CC(=C2N1)OC1=NC(=NC(=C1)C1=CC=C(C=C1)C(F)(F)F)N1CCN(CC1)CC(C)C)=O (3-Amino-5-(2-(4-isobutylpiperazin-1-yl)-6-(4-(trifluoromethyl)phenyl)pyrimidin-4-yloxy)quinoxalin-2(1H)-one). Reaction SMILES: [NH2:1][C:2]1[C:3](=[O:35])[NH:4][C:5]2[C:10]([N:11]=1)=[C:9]([O:12][C:13]1[CH:18]=[C:17]([C:19]3[CH:24]=[CH:23][C:22]([C:25]([F:28])([F:27])[F:26])=[CH:21][CH:20]=3)[N:16]=[C:15]([N:29]3[CH2:34][CH2:33][NH:32][CH2:31][CH2:30]3)[N:14]=1)[CH:8]=[CH:7][CH:6]=2.[CH:36](=O)[CH:37]([CH3:39])[CH3:38]>>[NH2:1][C:2]1[C:3](=[O:35])[NH:4][C:5]2[C:10]([N:11]=1)=[C:9]([O:12][C:13]1[CH:18]=[C:17]([C:19]3[CH:24]=[CH:23][C:22]([C:25]([F:28])([F:27])[F:26])=[CH:21][CH:20]=3)[N:16]=[C:15]([N:29]3[CH2:34][CH2:33][N:32]([CH2:36][CH:37]([CH3:39])[CH3:38])[CH2:31][CH2:30]3)[N:14]=1)[CH:8]=[CH:7][CH:6]=2. Reported procedure: The reaction of 3-amino-5-(2-(piperazin-1-yl)-6-(4-(trifluoromethyl)phenyl)pyrimidin-4-yloxy)quinoxalin-2(1H)-one (97 mg, 0.2 mmol, Example 135) with isobutyraldehyde (43 mg, 0.6 mmol, Aldrich) under the conditions of Example 36 provided the title compound as an amorphous solid. MS (ESI, pos. ion) m/z: 540 (M+1). Starting materials: Cl (hydrochloric acid), C(C)(=O)OC1=CC=C(C=C1)C(NC=1SC=C(N1)S(=O)(=O)C)=O (4-{[4-(methylsulfonyl)-1,3-thiazol-2-yl]carbamoyl}phenyl acetate). Solvent: O1CCCC1 (tetrahydrofuran). The product is OC1=CC=C(C(=O)NC=2SC=C(N2)S(=O)(=O)C)C=C1 (4-hydroxy-N-[4-(methylsulfonyl)-1,3-thiazol-2-yl]benzamide). Yield: 82.4%. Reaction SMILES: Cl.C([O:5][C:6]1[CH:11]=[CH:10][C:9]([C:12](=[O:23])[NH:13][C:14]2[S:15][CH:16]=[C:17]([S:19]([CH3:22])(=[O:21])=[O:20])[N:18]=2)=[CH:8][CH:7]=1)(=O)C>O1CCCC1>[OH:5][C:6]1[CH:11]=[CH:10][C:9]([C:12]([NH:13][C:14]2[S:15][CH:16]=[C:17]([S:19]([CH3:22])(=[O:21])=[O:20])[N:18]=2)=[O:23])=[CH:8][CH:7]=1. Procedure details: 2 M hydrochloric acid (3.0 mL) was added to a suspension of 83 (0.12 g, 0.35 mmol) in tetrahydrofuran (3.0 mL), and the resulting suspension was warmed to reflux. The reaction became homogeneous upon heating. After refluxing for 1.5 h, the reaction was allowed to cool to room temperature, and then partitioned between diethyl ether and water. The ether layer was washed with water, saturated aqueous sodium bicarbonate, and brine. The ether layer was dried with anhydrous sodium sulfate and concentr... The reactants are [Al+3], CCOC(=O)c1cn(-c2ccccc2)nc1OCc1ccccc1, [H-], [H-], [H-], [H-], [Li+], [Na+], [Na+], C1CCOC1, O, O, O, O, O, O, O, O, O, O, O=S(=O)([O-])[O-]. Yields the product OCc1cn(-c2ccccc2)nc1OCc1ccccc1. As a reaction SMILES: [Al+3:26].[CH2:1]([c:2]1[cH:3][cH:4][cH:5][cH:6][cH:7]1)[O:8][c:9]1[n:10][n:11](-[c:19]2[cH:20][cH:21][cH:22][cH:23][cH:24]2)[cH:12][c:13]1[C:14](=[O:15])[O:16][CH2:17][CH3:18].[H-:25].[H-:28].[H-:29].[H-:30].[Li+:27].[Na+:46].[Na+:47].[O:48]1[CH2:49][CH2:50][CH2:51][CH2:52]1.[OH2:31].[OH2:32].[OH2:33].[OH2:34].[OH2:35].[OH2:36].[OH2:37].[OH2:38].[OH2:39].[OH2:40].[S:41]([O-:42])([O-:43])(=[O:44])=[O:45]>>[CH2:1]([c:2]1[cH:3][cH:4][cH:5][cH:6][cH:7]1)[O:8][c:9]1[n:10][n:11](-[c:19]2[cH:20][cH:21][cH:22][cH:23][cH:24]2)[cH:12][c:13]1[CH2:14][OH:15]. Starting materials: C(CC)ONC(=N)N (propoxyguanidine), C(C)(C)(C)OC(=O)N(C(=N)NC(=O)OC(C)(C)C)OCCCOC1=CC(=CC(=C1)C)OS(=O)(=O)C1=C(C=CC=C1)S(=O)(=O)N(CC=1OC=CC1)CCC#N (N,N′-bis-(tert-butoxycarbony)-3-[5-methyl-3-(2-(N-(2-cyanoethyl)-N-(2-furanylmethyl)aminosulfonyl)phenylsulfonyloxy)phenoxy]propoxyguanidine), C(#N)C(C(=O)O)=CC1=CC=C(C=C1)O (α-cyano-4-hydroxycinnamic acid), Cl.CO (HCl methanol). Product: CC=1C=C(C=C(OCCCONC(=N)N)C1)OS(=O)(=O)C1=C(C=CC=C1)S(=O)(=O)N(CC=1OC=CC1)CCC#N (3-[5-methyl-3-(2-(N-(2-cyanoethyl)-N-(2-furanylmethyl)aminosulfonyl)phenylsulfonyloxy)phenoxy]propoxyguanidine). Yield: 42.0%. As a reaction SMILES: C(ONC(N)=N)CC.C(OC([N:16]([O:27][CH2:28][CH2:29][CH2:30][O:31][C:32]1[CH:37]=[C:36]([CH3:38])[CH:35]=[C:34]([O:39][S:40]([C:43]2[CH:48]=[CH:47][CH:46]=[CH:45][C:44]=2[S:49]([N:52]([CH2:59][CH2:60][C:61]#[N:62])[CH2:53][C:54]2[O:55][CH:56]=[CH:57][CH:58]=2)(=[O:51])=[O:50])(=[O:42])=[O:41])[CH:33]=1)[C:17]([NH:19]C(OC(C)(C)C)=O)=[NH:18])=O)(C)(C)C.Cl.CO.C(C(=CC1C=CC(O)=CC=1)C(O)=O)#N>>[CH3:38][C:36]1[CH:35]=[C:34]([O:39][S:40]([C:43]2[CH:48]=[CH:47][CH:46]=[CH:45][C:44]=2[S:49]([N:52]([CH2:59][CH2:60][C:61]#[N:62])[CH2:53][C:54]2[O:55][CH:56]=[CH:57][CH:58]=2)(=[O:50])=[O:51])(=[O:41])=[O:42])[CH:33]=[C:32]([CH:37]=1)[O:31][CH2:30][CH2:29][CH2:28][O:27][NH:16][C:17]([NH2:19])=[NH:18] |f:2.3|. Procedure details: 3-5-methyl-3-(2-(N-(2-cyanoethyl)-N-(2-furanylmethyl)aminosulfonyl)phenylsulfonyloxy)phenoxy]propoxyguanidine: The title compound was prepared in 42% yield from N,N′-bis-(tert-butoxycarbony)-3-[5-methyl-3-(2-(N-(2-cyanoethyl)-N-(2-furanylmethyl)aminosulfonyl)phenylsulfonyloxy)phenoxy]propoxyguanidine, as prepared in the previous step, in a manner analogous to step i of Example 20 (without HCl-methanol acidification). 1H NMR (300 MHz, CDCl3) δ 8.23 (dd, 1H, J=7.9, 1.3 Hz), 8.14 (dd, 1H, J=7.9, 1.... The reactants are FC1=CC=C(C=C1)NC(=O)C=1C=NC(=NC1)S(=O)C (2-methanesulfinylpyrimidine-5-carboxylic acid (4-fluorophenyl)amide), C(CO)(=O)OC (methyl glycolate), 4/5/1 ethyl acetate hexane dichloromethane, C1CCC2=NCCCN2CC1 (DBU). The solvent is C1CCOC1 (THF), 3/6/1 ethyl acetate hexane dichloromethane. Reaction conditions: time 5 hour. Product: COC(COC1=NC=C(C=N1)C(NC1=CC=C(C=C1)F)=O)=O ([5-(4-Fluorophenylcarbamoyl)pyrimidin-2-yloxy]acetic acid methyl ester). Yield: 58.2%. Reaction SMILES: [F:1][C:2]1[CH:7]=[CH:6][C:5]([NH:8][C:9]([C:11]2[CH:12]=[N:13][C:14](S(C)=O)=[N:15][CH:16]=2)=[O:10])=[CH:4][CH:3]=1.[C:20]([O:24][CH3:25])(=[O:23])[CH2:21][OH:22].C1CCN2C(=NCCC2)CC1>C1COCC1>[CH3:25][O:24][C:20](=[O:23])[CH2:21][O:22][C:14]1[N:13]=[CH:12][C:11]([C:9](=[O:10])[NH:8][C:5]2[CH:6]=[CH:7][C:2]([F:1])=[CH:3][CH:4]=2)=[CH:16][N:15]=1. Procedure details: To a solution of 2-methanesulfinylpyrimidine-5-carboxylic acid (4-fluorophenyl)amide (prepared as in Example 1, 150 mg, 0.535 mmol) in THF (2 mL) was added methyl glycolate (82.5 μL, 1.07 mmol) followed by DBU (160 μL, 1.07 mmol). The reaction was stirred for 5 h, diluted with 3/6/1 ethyl acetate/hexane/dichloromethane, and passed through a plug of SiO2 using 4/5/1 ethyl acetate/hexane/dichloromethane. The filtrate was concentrated, and the resulting solids triturated with dichloromethane/hexane... Starting materials: FC1=C(C(=C(C=2C(C3=CC=CC=C3C(C12)=O)=O)F)F)F (1,2,3,4-Tetrafluoroanthraquinone), C(#N)C=1C=C(N)C=CC1C#N (3,4-dicyanoaniline), C(#N)C=1C=C(N)C=CC1C#N (3,4-dicyanoaniline). Run in ClC1=CC=CC2=CC=CC=C12 (α-chloronaphthalene), ClC1=CC=CC2=CC=CC=C12 (α-chloronaphthalene). Reaction conditions: time 9 hour. Product: C(#N)C=1C=C(NC2=C(C=3C(C4=CC=CC=C4C(C3C(=C2NC2=CC(=C(C=C2)C#N)C#N)F)=O)=O)F)C=CC1C#N (2,3-bis(3,4-dicyanoanilino)-1,4-difluoroanthraquinone). Isolated yield 78.5%. Reaction SMILES: [F:1][C:2]1[C:15]2[C:14](=[O:16])[C:13]3[C:8](=[CH:9][CH:10]=[CH:11][CH:12]=3)[C:7](=[O:17])[C:6]=2[C:5]([F:18])=[C:4](F)[C:3]=1F.[C:21]([C:23]1[CH:24]=[C:25]([CH:27]=[CH:28][C:29]=1[C:30]#[N:31])[NH2:26])#[N:22]>ClC1C2C(=CC=CC=2)C=CC=1>[C:21]([C:23]1[CH:24]=[C:25]([CH:27]=[CH:28][C:29]=1[C:30]#[N:31])[NH:26][C:4]1[C:3]([NH:26][C:25]2[CH:27]=[CH:28][C:29]([C:30]#[N:31])=[C:23]([C:21]#[N:22])[CH:24]=2)=[C:2]([F:1])[C:15]2[C:14](=[O:16])[C:13]3[C:8](=[CH:9][CH:10]=[CH:11][CH:12]=3)[C:7](=[O:17])[C:6]=2[C:5]=1[F:18])#[N:22]. Procedure: 2 g of 1,2,3,4-Tetrafluoroanthraquinone, 35 g of 3,4-dicyanoaniline and 60 ml of α-chloronaphthalene were charged in a 200 cc, four necked flask and then the reaction was carried out at 180° C. for about 9 hours. After completion of reaction, 3,4-dicyanoaniline and α-chloronaphthalene were distilled out from the reaction solution and then a column purification using a column with a silica gel was effected to give rise to 2.95 g of 2,3-bis(3,4-dicyanoanilino)-1,4-difluoroanthraquinone (Dye 26') (... Product: CCCCCCCCCCCCCCCCCCOCC(COCCCCCCCCCCCCCCCCCC)(COCCCCCCCCCCCCCCCCCC)COc1ccc2c(c1)C(Br)(c1ccc(Cl)cc1)c1ccccc1-2. Reactants: CC(=O)Br, CCCCCCCCCCCCCCCCCCOCC(COCCCCCCCCCCCCCCCCCC)(COCCCCCCCCCCCCCCCCCC)COc1ccc2c(c1)C(O)(c1ccc(Cl)cc1)c1ccccc1-2, ClC(Cl)Cl. RXN SMILES: [C:85](=[O:86])([CH3:87])[Br:88].[CH2:1]([CH2:2][CH2:3][CH2:4][CH2:5][CH2:6][CH2:7][CH2:8][CH2:9][CH2:10][CH2:11][CH2:12][CH2:13][CH2:14][CH2:15][CH2:16][CH2:17][CH3:18])[O:19][CH2:20][C:21]([CH2:22][O:23][c:24]1[cH:25][c:26]2[c:34]([cH:35][cH:36]1)-[c:33]1[c:28]([cH:29][cH:30][cH:31][cH:32]1)[C:27]2([OH:37])[c:38]1[cH:39][cH:40][c:41]([Cl:44])[cH:42][cH:43]1)([CH2:45][O:46][CH2:47][CH2:48][CH2:49][CH2:50][CH2:51][CH2:52][CH2:53][CH2:54][CH2:55][CH2:56][CH2:57][CH2:58][CH2:59][CH2:60][CH2:61][CH2:62][CH2:63][CH3:64])[CH2:65][O:66][CH2:67][CH2:68][CH2:69][CH2:70][CH2:71][CH2:72][CH2:73][CH2:74][CH2:75][CH2:76][CH2:77][CH2:78][CH2:79][CH2:80][CH2:81][CH2:82][CH2:83][CH3:84].[CH:89]([Cl:90])([Cl:91])[Cl:92]>>[CH2:1]([CH2:2][CH2:3][CH2:4][CH2:5][CH2:6][CH2:7][CH2:8][CH2:9][CH2:10][CH2:11][CH2:12][CH2:13][CH2:14][CH2:15][CH2:16][CH2:17][CH3:18])[O:19][CH2:20][C:21]([CH2:22][O:23][c:24]1[cH:25][c:26]2[c:34]([cH:35][cH:36]1)-[c:33]1[c:28]([cH:29][cH:30][cH:31][cH:32]1)[C:27]2([c:38]1[cH:39][cH:40][c:41]([Cl:44])[cH:42][cH:43]1)[Br:88])([CH2:45][O:46][CH2:47][CH2:48][CH2:49][CH2:50][CH2:51][CH2:52][CH2:53][CH2:54][CH2:55][CH2:56][CH2:57][CH2:58][CH2:59][CH2:60][CH2:61][CH2:62][CH2:63][CH3:64])[CH2:65][O:66][CH2:67][CH2:68][CH2:69][CH2:70][CH2:71][CH2:72][CH2:73][CH2:74][CH2:75][CH2:76][CH2:77][CH2:78][CH2:79][CH2:80][CH2:81][CH2:82][CH2:83][CH3:84].